Dataset: the Open Reaction Database (ORD), a public repository of structured organic reaction records. Task: describe an organic reaction: reactants, conditions, products, and yield The reactants are CCO (EtOH), C(C)(C)(C)OC(NCC1=NC=C(C2=CC(=C(C=C12)OC)OC)CC(NCC1=CC=C(C=C1)OC)=O)=O ({6,7-dimethoxy-4-[(4-methoxy-benzylcarbamoyl)-methyl]-isoquinolin-1-ylmethyl}-carbamic acid tert-butyl ester), solution, Cl (HCl). Run in CCOC(=O)C (EtOAc), O1CCOCC1 (dioxane). Run at time 1 hour. The product is NCC1=NC=C(C2=CC(=C(C=C12)OC)OC)CC(=O)NCC1=CC=C(C=C1)OC (2-(1-Aminomethyl-6,7-dimethoxy-isoquinolin-4-yl)-N-(4-methoxy-benzyl)-acetamide). Reaction SMILES: C(OC(=O)[NH:7][CH2:8][C:9]1[C:18]2[C:13](=[CH:14][C:15]([O:21][CH3:22])=[C:16]([O:19][CH3:20])[CH:17]=2)[C:12]([CH2:23][C:24](=[O:35])[NH:25][CH2:26][C:27]2[CH:32]=[CH:31][C:30]([O:33][CH3:34])=[CH:29][CH:28]=2)=[CH:11][N:10]=1)(C)(C)C.Cl.CCO>CCOC(C)=O.O1CCOCC1>[NH2:7][CH2:8][C:9]1[C:18]2[C:13](=[CH:14][C:15]([O:21][CH3:22])=[C:16]([O:19][CH3:20])[CH:17]=2)[C:12]([CH2:23][C:24]([NH:25][CH2:26][C:27]2[CH:28]=[CH:29][C:30]([O:33][CH3:34])=[CH:31][CH:32]=2)=[O:35])=[CH:11][N:10]=1. Procedure: To a solution of {6,7-dimethoxy-4-[(4-methoxy-benzylcarbamoyl)-methyl]-isoquinolin-1-ylmethyl}-carbamic acid tert-butyl ester (64 mg, 0.13 mmol) in 1.5 mL of EtOAc was added 3 mL of a 4 M solution of HCl in dioxane. After stirring at room temperature for 1 h, 1 mL of EtOH was added to facilitate solution. The reaction was stirred for 48 hours and the precipitated HCl salt was collected by filtration (58 mg, >100%). H1-NMR (DMSO): 9.00 (m, 1H), 8.79 (br s, 3H), 8.35 (s, 1H), 7.62 (s, 1H), 7.46 (s... The reactants are CS(C)=O, CCN(C(C)C)C(C)C, ClCCl, COC(=O)Cc1cn(CC(CCO)N(C)S(=O)(=O)c2ccc(F)cc2)c2ncccc12, O=S(=O)=O, c1ccncc1. As a reaction SMILES: [CH3:1][S:2]([CH3:3])=[O:4].[CH:46]([N:47]([CH2:48][CH3:49])[CH:50]([CH3:51])[CH3:52])([CH3:53])[CH3:54].[Cl:55][CH2:56][Cl:57].[F:15][c:16]1[cH:17][cH:18][c:19]([S:22](=[O:23])(=[O:24])[N:25]([CH:26]([CH2:27][n:28]2[cH:29][c:30]([CH2:37][C:38](=[O:39])[O:40][CH3:41])[c:31]3[c:32]2[n:33][cH:34][cH:35][cH:36]3)[CH2:42][CH2:43][OH:44])[CH3:45])[cH:20][cH:21]1.[S:5](=[O:6])(=[O:7])=[O:8].[n:9]1[cH:10][cH:11][cH:12][cH:13][cH:14]1>>[F:15][c:16]1[cH:17][cH:18][c:19]([S:22](=[O:23])(=[O:24])[N:25]([CH:26]([CH2:27][n:28]2[cH:29][c:30]([CH2:37][C:38](=[O:39])[O:40][CH3:41])[c:31]3[c:32]2[n:33][cH:34][cH:35][cH:36]3)[CH2:42][CH:43]=[O:44])[CH3:45])[cH:20][cH:21]1. Yields the product COC(=O)Cc1cn(CC(CC=O)N(C)S(=O)(=O)c2ccc(F)cc2)c2ncccc12. Reactants: ClC=1C(=NC=CN1)CNC(=O)C1CCC(CC1)=O (N-((3-chloropyrazin-2-yl)methyl)-4-oxocyclo-hexanecarboxamide), COCCN (2-methoxyethanamine). Yields the product ClC=1C(=NC=CN1)CNC(=O)C1CCC(CC1)NCCOC (N-((3-chloropyrazin-2-yl)methyl)-4-(2-methoxyethylamino)cyclohexanecarboxamide). Yield: 94.2%. RXN SMILES: [Cl:1][C:2]1[C:3]([CH2:8][NH:9][C:10]([CH:12]2[CH2:17][CH2:16][C:15](=O)[CH2:14][CH2:13]2)=[O:11])=[N:4][CH:5]=[CH:6][N:7]=1.[CH3:19][O:20][CH2:21][CH2:22][NH2:23]>>[Cl:1][C:2]1[C:3]([CH2:8][NH:9][C:10]([CH:12]2[CH2:17][CH2:16][CH:15]([NH:23][CH2:22][CH2:21][O:20][CH3:19])[CH2:14][CH2:13]2)=[O:11])=[N:4][CH:5]=[CH:6][N:7]=1. Procedure: Using the procedure described in example 7 step 7a N-((3-chloropyrazin-2-yl)methyl)-4-oxocyclo-hexanecarboxamide (1 g) and 2-methoxyethanamine (0.281 g) gave N-((3-chloropyrazin-2-yl)methyl)-4-(2-methoxyethylamino)cyclohexanecarboxamide (1.15 g, mixture of cis and trans). Reactants: CC(C)(C)OC(=O)CBr, CC#N, ClCCl, [I-], [K+], [K+], [Na+], O=C([O-])[O-], O, O=Cc1ccc(O)cc1. Yields the product CC(C)(C)OC(=O)COc1ccc(C=O)cc1. RXN SMILES: [Br:18][CH2:19][C:20](=[O:21])[O:22][C:23]([CH3:24])([CH3:25])[CH3:26].[CH3:27][C:28]#[N:29].[Cl:30][CH2:31][Cl:32].[I-:16].[K+:10].[K+:11].[Na+:17].[O-:12][C:13]([O-:14])=[O:15].[OH2:33].[OH:1][c:2]1[cH:3][cH:4][c:5]([CH:6]=[O:7])[cH:8][cH:9]1>>[O:1]([c:2]1[cH:3][cH:4][c:5]([CH:6]=[O:7])[cH:8][cH:9]1)[CH2:19][C:20](=[O:21])[O:22][C:23]([CH3:24])([CH3:25])[CH3:26].